This data is from the Open Reaction Database (ORD), a public repository of structured organic reaction records. The task is: describe an organic reaction: reactants, conditions, products, and yield Reactants: O=C1NC(=O)c2ccccc21, Fc1cnccc1-c1nc2cc(C(F)(F)F)ccc2o1, [K], CN(C)C=O, O. Yields the product O=C1c2ccccc2C(=O)N1c1cnccc1-c1nc2cc(C(F)(F)F)ccc2o1. As a reaction SMILES: [C:22]1(=[O:32])[c:23]2[c:24]([cH:28][cH:29][cH:30][cH:31]2)[C:25](=[O:27])[NH:26]1.[F:1][c:2]1[cH:3][n:4][cH:5][cH:6][c:7]1-[c:8]1[o:9][c:10]2[c:11]([n:12]1)[cH:13][c:14]([C:17]([F:18])([F:19])[F:20])[cH:15][cH:16]2.[K:21].[O:33]=[CH:34][N:35]([CH3:36])[CH3:37].[OH2:38]>>[c:2]1([N:26]2[C:22](=[O:32])[c:23]3[c:24]([cH:28][cH:29][cH:30][cH:31]3)[C:25]2=[O:27])[cH:3][n:4][cH:5][cH:6][c:7]1-[c:8]1[o:9][c:10]2[c:11]([n:12]1)[cH:13][c:14]([C:17]([F:18])([F:19])[F:20])[cH:15][cH:16]2. Reactants: CC(C)(C)NC[C@@H](C=1C=CC(=C(C1)CO)O)O.Cl (levalbuterol HCl), C(C)O (ethanol). Run in CC(C)(C)OC (MTBE). Reaction conditions: time 1 hour. The product is CC(C)(C)NC[C@@H](C=1C=CC(=C(C1)CO)O)O (levalbuterol). As a reaction SMILES: [CH3:1][C:2]([NH:5][CH2:6][C@H:7]([OH:17])[C:8]1[CH:9]=[CH:10][C:11]([OH:16])=[C:12]([CH2:14][OH:15])[CH:13]=1)([CH3:4])[CH3:3].Cl.C(O)C>CC(OC)(C)C>[CH3:4][C:2]([NH:5][CH2:6][C@H:7]([OH:17])[C:8]1[CH:9]=[CH:10][C:11]([OH:16])=[C:12]([CH2:14][OH:15])[CH:13]=1)([CH3:1])[CH3:3] |f:0.1|. Procedure details: In a 25 ml reactor equipped with a condenser, thermometer, and mechanical stirrer loaded at room temperature levalbuterol HCl (1 g) and absolute ethanol (19 ml). The solution was warmed to 45° C. to 50° C. to obtain a solution. The solution was cooled to room temperature and after MTBE (9.5 ml) was added. The solution was stirred at room temperature for 1 hour to obtain a suspension. The solid was collected by filtration and washed with MTBE (3 ml) to obtain levalbuterol Polymorph A (0.6 g). The reactants are [Al+3], COC(=O)Cc1ccc(OC)cc1C, [Cl-], [Cl-], [Cl-], ClCCl, O. The product is COC(=O)Cc1ccc(O)cc1C. As a reaction SMILES: [Al+3:16].[CH3:1][O:2][C:3]([CH2:4][c:5]1[c:6]([CH3:13])[cH:7][c:8]([O:11][CH3:12])[cH:9][cH:10]1)=[O:14].[Cl-:15].[Cl-:17].[Cl-:18].[Cl:20][CH2:21][Cl:22].[OH2:19]>>[CH3:1][O:2][C:3]([CH2:4][c:5]1[c:6]([CH3:13])[cH:7][c:8]([OH:11])[cH:9][cH:10]1)=[O:14].